describe an organic reaction: reactants, conditions, products, and yield From a dataset of the Open Reaction Database (ORD), a public repository of structured organic reaction records. Starting materials: C[O-].[Na+] (sodium methoxide), C1=CC=C(C=C1)CBr (BnBr), C(C)(=O)O[C@@H]1C=CO[C@@H]([C@H]1OC(C)=O)COC(C)=O (3,4,6-Tri-O-acetyl-D-glucal), [H-].[Na+] (NaH). Reagents/catalysts: CO (methanol). Run in CO (methanol). Reaction conditions: time 3 hour. Product: C(C1=CC=CC=C1)O[C@@H]1C=CO[C@@H]([C@H]1OCC1=CC=CC=C1)COCC1=CC=CC=C1 (3,4,6-tri-O-benzyl-D-glucal). Yield: 94.0%. As a reaction SMILES: [C:1]([O:4][C@H:5]1[C@H:10]([O:11][C:12](=O)[CH3:13])[C@@H:9]([CH2:15][O:16][C:17](=O)[CH3:18])[O:8][CH:7]=[CH:6]1)(=O)[CH3:2].C[O-].[Na+].[H-].[Na+].[CH:25]1[CH:30]=[CH:29][C:28]([CH2:31]Br)=CC=1>CO>[CH2:1]([O:4][C@H:5]1[C@H:10]([O:11][CH2:12][C:13]2[CH:9]=[CH:10][CH:5]=[CH:6][CH:7]=2)[C@@H:9]([CH2:15][O:16][CH2:17][C:18]2[CH:31]=[CH:28][CH:29]=[CH:30][CH:25]=2)[O:8][CH:7]=[CH:6]1)[C:2]1[CH:31]=[CH:28][CH:29]=[CH:30][CH:25]=1 |f:1.2,3.4|. Procedure details: 3,4,6-Tri-O-acetyl-D-glucal (5.0 g, 18.4 mmol) was dissolved in methanol (100 mL) and a solution of sodium methoxide in methanol (0.25 mL, 25% solution by weight, 1.1 mmol). The solution was stirred at room temperature for 3 hours. The solvent was removed and the resulting residue was co-evaporated with toluene (3×10 mL) before being taken up in a 4:1 solution of NMP:THF and cooled to 0° C. Solid NaH (3.3 g of 60% suspension, 82.5 mmol) was added and the mixture was stirred for 30 minutes before... The reactants are C(CCC)OCCOC1=CC=C(C=C1)C=1C=CC2=C(C=C(CCN2CC2CC2)C(=O)OC)C1 (methyl 7-[4-(2-butoxyethoxy)phenyl]-1-cyclopropylmethyl-2,3-dihydro-1H-1-benzazepine-4-carboxylate), [OH-].[Na+] (sodium hydroxide). Solvent: CO (methanol), C1CCOC1 (THF). Run at time 8 hour. Yields the product C(CCC)OCCOC1=CC=C(C=C1)C=1C=CC2=C(C=C(CCN2CC2CC2)C(=O)O)C1 (7-[4-(2-butoxyethoxy)phenyl]-1-cyclopropylmethyl-2,3-dihydro-1H-1-benzazepine-4-carboxylic acid). Isolated yield 96.3%. Reaction SMILES: [CH2:1]([O:5][CH2:6][CH2:7][O:8][C:9]1[CH:14]=[CH:13][C:12]([C:15]2[CH:16]=[CH:17][C:18]3[N:24]([CH2:25][CH:26]4[CH2:28][CH2:27]4)[CH2:23][CH2:22][C:21]([C:29]([O:31]C)=[O:30])=[CH:20][C:19]=3[CH:33]=2)=[CH:11][CH:10]=1)[CH2:2][CH2:3][CH3:4].[OH-].[Na+]>CO.C1COCC1>[CH2:1]([O:5][CH2:6][CH2:7][O:8][C:9]1[CH:10]=[CH:11][C:12]([C:15]2[CH:16]=[CH:17][C:18]3[N:24]([CH2:25][CH:26]4[CH2:28][CH2:27]4)[CH2:23][CH2:22][C:21]([C:29]([OH:31])=[O:30])=[CH:20][C:19]=3[CH:33]=2)=[CH:13][CH:14]=1)[CH2:2][CH2:3][CH3:4] |f:1.2|. Reported procedure: In methanol (25 ml) and THF (25 ml) was dissolved methyl 7-[4-(2-butoxyethoxy)phenyl]-1-cyclopropylmethyl-2,3-dihydro-1H-1-benzazepine-4-carboxylate (0.45 g). To the solution was added 1N sodium hydroxide solution (10 ml), and the mixture was stirred at room temperature overnight and concentrated, which was neutralized with 1N hydrochloric acid and extracted with ethyl acetate. The organic layer was washed with water and saturated brine and dried with anhydrous magnesium sulfate. The solvent was...